From a dataset of the Open Reaction Database (ORD), a public repository of structured organic reaction records. describe an organic reaction: reactants, conditions, products, and yield Reactants: COC=1C=CC2=C(CCO2)C1 (5-methoxy-2,3-dihydrobenzofuran), ClC(Cl)OC (dichloromethylmethylether). The reagents and catalysts are [Ti](Cl)(Cl)(Cl)Cl (titanium tetrachloride). Solvent: C(Cl)Cl (methylene chloride). Conditions: time 4 hour. Yields the product COC=1C(=CC2=C(CCO2)C1)C=O (5-methoxy-2,3-dihydrobenzofuran-6-carboxaldehyde). Isolated yield 46.9%. RXN SMILES: [CH3:1][O:2][C:3]1[CH:4]=[CH:5][C:6]2[O:10][CH2:9][CH2:8][C:7]=2[CH:11]=1.Cl[CH:13]([O:15]C)Cl>C(Cl)Cl.[Ti](Cl)(Cl)(Cl)Cl>[CH3:1][O:2][C:3]1[C:4]([CH:13]=[O:15])=[CH:5][C:6]2[O:10][CH2:9][CH2:8][C:7]=2[CH:11]=1. Reported procedure: A solution of 5-methoxy-2,3-dihydrobenzofuran (44.8 g, 299 mmol) in dry methylene chloride (690 mL) was cooled to 3° under nitrogen and titanium tetrachloride (53.5 mL, 92.34 g, 486 mmol) was added dropwise keeping the internal temperature below 7°. To the resulting mixture was added dropwise dichloromethylmethylether (22.3 mL, 28.34 g, 247 mmol) over one hour with the internal temperature maintained at 7°. The cooling bath was removed and the mixture allowed to stir for four hours, then quenche... Starting materials: C(C#C)Br (propargyl bromide), OC1=CC(=NN1C)C(F)(F)F (5-hydroxy-1-methyl-3-trifluoromethylpyrazole), C([O-])([O-])=O.[K+].[K+] (potassium carbonate), C([O-])([O-])=O.[K+].[K+] (potassium carbonate), C=O (paraformaldehyde). The solvent is O (water), C(C)(=O)OCC (ethyl acetate), CN(C)C=O (DMF). The product is C(C#C)OC1=C(C(=NN1C)C(F)(F)F)CO (5-propargyloxy-4-hydroxymethyl-1-methyl-3-trifluoromethylpyrazole). Yield: 49.2%. As a reaction SMILES: [OH:1][C:2]1[N:6]([CH3:7])[N:5]=[C:4]([C:8]([F:11])([F:10])[F:9])[CH:3]=1.[C:12](=[O:15])([O-])[O-].[K+].[K+].C=O.[CH2:20](Br)[C:21]#[CH:22]>CN(C=O)C.O.C(OCC)(=O)C>[CH2:22]([O:1][C:2]1[N:6]([CH3:7])[N:5]=[C:4]([C:8]([F:11])([F:10])[F:9])[C:3]=1[CH2:12][OH:15])[C:21]#[CH:20] |f:1.2.3|. Procedure details: In 100 ml of DMF were suspended 16.6 g (0.10 mole) of the 5-hydroxy-1-methyl-3-trifluoromethylpyrazole synthesized in Reference Example 1 and 20.9 g (0.15 mole) of potassium carbonate. In this suspension being stirred at room temperature was placed 4.5 g (0.15 mole) of paraformaldehyde, followed by stirring at the same temperature for 1 hour. Then, 41.8 g (0.30 mole) of potassium carbonate was added. Thereto was dropwise added 23.8 g (0.20 mole) of propargyl bromide. The reaction mixture was hea... Starting materials: N1N=C(C2=CC=CC=C12)C(=O)O (3-Indazolecarboxylic acid), ClC1=C(C(=O)O)C=CC=C1 (2-chlorobenzoic acid), C([O-])([O-])=O.[K+].[K+] (potassium carbonate), O (water). Reagents/catalysts: [Cu]=O (copper(II) oxide). Solvent: [N+](=O)([O-])C1=CC=CC=C1 (nitrobenzene). Product: C(=O)(O)C1=C(C=CC=C1)N1N=C(C2=CC=CC=C12)C(=O)O (1-(2-carboxyphenyl)-3-indazolecarboxylic acid). The yield is 30.3%. RXN SMILES: [NH:1]1[C:9]2[C:4](=[CH:5][CH:6]=[CH:7][CH:8]=2)[C:3]([C:10]([OH:12])=[O:11])=[N:2]1.Cl[C:14]1[CH:22]=[CH:21][CH:20]=[CH:19][C:15]=1[C:16]([OH:18])=[O:17].C(=O)([O-])[O-].[K+].[K+].O>[N+](C1C=CC=CC=1)([O-])=O.[Cu]=O>[C:16]([C:15]1[CH:19]=[CH:20][CH:21]=[CH:22][C:14]=1[N:1]1[C:9]2[C:4](=[CH:5][CH:6]=[CH:7][CH:8]=2)[C:3]([C:10]([OH:12])=[O:11])=[N:2]1)([OH:18])=[O:17] |f:2.3.4|. Reported procedure: 3-Indazolecarboxylic acid (4.10 g), 3.90 g of 2-chlorobenzoic acid, 3.90 g of potassium carbonate and 0.18 g of copper(II) oxide were stirred in 150 ml of nitrobenzene at 170° to 180° C. for 3 hours. After cooling, 100 ml of water was added to the reaction mixture, and the insoluble substance was removed by filtration. The resulting solution was washed with chloroform, and the aqueous layer was decolored with active charcoal and then filtered. The filtrate was made acidic with 50 ml of 1N hydroc... The reactants are solid, BrC1=CC(=CC=2C(=C3N(C12)CCNC3=O)C)F (6-bromo-8-fluoro-10-methyl-3,4-dihydro-2H-pyrazino[1,2-a]indol-1-one), BrC1=CC(=CC=2C(=C3N(C12)CCNC3=O)C)F (6-bromo-8-fluoro-10-methyl-3,4-dihydro-2H-pyrazino[1,2-a]indol-1-one), ClC1=NC=CC(=C1)B(O)O (2-chloro-pyridin-4-ylboronic acid). Product: ClC1=NC=CC(=C1)C1=CC(=CC=2C(=C3N(C12)CCNC3=O)C)F (6-(2-Chloro-pyridin-4-yl)-8-fluoro-10-methyl-3,4-dihydro-2H-pyrazino[1,2-a]indol-1-one). Reaction SMILES: Br[C:2]1[C:10]2[N:9]3[CH2:11][CH2:12][NH:13][C:14](=[O:15])[C:8]3=[C:7]([CH3:16])[C:6]=2[CH:5]=[C:4]([F:17])[CH:3]=1.[Cl:18][C:19]1[CH:24]=[C:23](B(O)O)[CH:22]=[CH:21][N:20]=1>>[Cl:18][C:19]1[CH:24]=[C:23]([C:2]2[C:10]3[N:9]4[CH2:11][CH2:12][NH:13][C:14](=[O:15])[C:8]4=[C:7]([CH3:16])[C:6]=3[CH:5]=[C:4]([F:17])[CH:3]=2)[CH:22]=[CH:21][N:20]=1. Procedure details: The title compound, light yellow solid (53 mg, 64%), MS (ISP) m/z=330.5 [(M+H)+], mp 254° C., was prepared in accordance with the general method of example 1 from 6-bromo-8-fluoro-10-methyl-3,4-dihydro-2H-pyrazino[1,2-a]indol-1-one (intermediate 14) (74.3 mg, 0.25 mmol) and commercially available 2-chloro-pyridin-4-ylboronic acid (51.1 mg, 0.325 mmol). The reactants are [N+](=O)([O-])C1=CC=C(C=C1)CC(=O)N[C@@H]1[C@@H]2N(C(=C(CS2)C(C)C)C(=O)[O-])C1=O (cis 7-p-nitrophenylacetamido-3-isopropyl-3-cepheme-4-carboxylate). Solvent: FC(C(=O)O)(F)F (trifluoroacetic acid). Reaction conditions: time 15 minute. Yields the product [N+](=O)([O-])C1=CC=C(C=C1)CC(=O)N[C@@H]1[C@@H]2N(C(=C(CS2)C(C)C)C(=O)O)C1=O (cis 7-p-nitrophenylacetamido-3-isopropyl-3-cepheme-4-carboxylic acid). As a reaction SMILES: [N+:1]([C:4]1[CH:9]=[CH:8][C:7]([CH2:10][C:11]([NH:13][C@H:14]2[C:27](=[O:28])[N:16]3[C:17]([C:24]([O-:26])=[O:25])=[C:18]([CH:21]([CH3:23])[CH3:22])[CH2:19][S:20][C@H:15]23)=[O:12])=[CH:6][CH:5]=1)([O-:3])=[O:2]>FC(F)(F)C(O)=O>[N+:1]([C:4]1[CH:9]=[CH:8][C:7]([CH2:10][C:11]([NH:13][C@H:14]2[C:27](=[O:28])[N:16]3[C:17]([C:24]([OH:26])=[O:25])=[C:18]([CH:21]([CH3:22])[CH3:23])[CH2:19][S:20][C@H:15]23)=[O:12])=[CH:6][CH:5]=1)([O-:3])=[O:2]. Reported procedure: A solution of 1.06 g of the ester of Step A in 10 ml of trifluoroacetic acid stood for 5 minutes and was then evaporated to dryness. The residue was taken up in benzene and evaporated to dryness. The residue was empasted with 20 ml of ether, stirred for 15 minutes, vacuum filtered, washed with ether and dried to obtain 790 mg of DL cis 7-p-nitrophenylacetamido-3-isopropyl-3-cepheme-4-carboxylic acid melting at 190° C decomposition. The product occurred as colorless crystals slightly soluble in e... Reactants: BrC1=CC=C2CN=C(C2=C1)NN.BrC1=CC=C2CN3C(C2=C1)=NN=C3C=3C(=NOC3C)C3=CC=CC=C3 (8-Bromo-3-(5-methyl-3-phenylisoxazol-4-yl)-5H-[1,2,4]triazolo[3,4-a]isoindole (6-Bromo-3H-isoindol-1-yl)hydrazine), CC1=C(C(=NO1)C1=CC=CC=C1)C=O (5-methyl-3-phenyl-4-isoxazole carboxaldehyde). The solvent is FC(C(=O)O)(F)F (trifluoroacetic acid), ClCCl (dichloromethane). Run at time 0.5 hour. Product: BrC1=CC=C2CNC(C2=C1)=O (6-Bromo-2,3-dihydroisoindol-1-one). Yield: 152.3%. RXN SMILES: [Br:1][C:2]1[CH:10]=[C:9]2[C:5]([CH2:6][N:7]=[C:8]2NN)=[CH:4][CH:3]=1.BrC1C=C2C(CN3C(C4C(C5C=CC=CC=5)=N[O:29]C=4C)=NN=C32)=CC=1.CC1ON=C(C2C=CC=CC=2)C=1C=O>FC(F)(F)C(O)=O.ClCCl>[Br:1][C:2]1[CH:10]=[C:9]2[C:5]([CH2:6][NH:7][C:8]2=[O:29])=[CH:4][CH:3]=1 |f:0.1|. Procedure details: Methyl 2-bromomethyl-5-bromobenzoate (0.1 mol) was dissolved in THF/methanol (200 ml) (1:1) and the solution obtained was saturated with dry ammonia gas. The solvent was removed and the residue was triturated with water, diethyl ether and hexane and then recrystallised from ethanol/dichloromethane to obtain 6-bromo-2,3-dihydro-isoindol-1-one (12.5 g). 1H NMR (400 MHz, d6 DMSO) δ 8.70 (1H, bs), 7.78 (1H,s), 7.77 (1H, d, J=7 Hz), 7.55 (1H, d, J=7 Hz), 4.35 (2H,s). m/z (ES+) 212 (M+). b) 5-Bromo-3-... Reactants: OC1=C(C(=O)OC)C=CC=C1 (methyl 2-hydroxybenzoate), [N+](=O)(O)[O-] (nitric acid). The solvent is C(C)(=O)O (acetic acid). Conditions: time 4 hour. Yields the product OC1=C(C(=O)OC)C=CC=C1[N+](=O)[O-] (Methyl 2-hydroxy-3-nitrobenzoate). RXN SMILES: [OH:1][C:2]1[CH:11]=[CH:10][CH:9]=[CH:8][C:3]=1[C:4]([O:6][CH3:7])=[O:5].[N+:12]([O-])([OH:14])=[O:13]>C(O)(=O)C>[OH:1][C:2]1[C:11]([N+:12]([O-:14])=[O:13])=[CH:10][CH:9]=[CH:8][C:3]=1[C:4]([O:6][CH3:7])=[O:5]. Procedure: To a ice cold solution of salicylic acid (10 g, 0.072 mol) in methanol (100 mL), was added drop wise SOCl2 (12.8 g, 0.1 mol). After the addition, the mixture was warmed to room temperature and heated to reflux for 12 h. After reaction is completed the reaction mixture was cooled to room temperature and the excess methanol was evaporated under reduced pressure to obtain 9 g of methyl 2-hydroxybenzoate as a white solid. (81%). A solution of methyl 2-hydroxybenzoate (9 g, 0.059 mol) in glacial acet... Reactants: CC(=O)C (Acetone), COC1=CC(=NC(=C1)OC1=CC(=CC=C1)C(F)(F)F)C(=O)NN (4-methoxy-6-[3-(trifluoromethyl)phenoxy] picolinic acid hydrazide), resultant mixture. Yields the product C(C)(C)=NNC(C1=NC(=CC(=C1)OC)OC1=CC(=CC=C1)C(F)(F)F)=O (4-methoxy-6-[3-(trifluoromethyl)phenoxy] picolinic acid, (i-propylidene) hydrazide). As a reaction SMILES: [CH3:1][C:2]([CH3:4])=O.[CH3:5][O:6][C:7]1[CH:12]=[C:11]([O:13][C:14]2[CH:19]=[CH:18][CH:17]=[C:16]([C:20]([F:23])([F:22])[F:21])[CH:15]=2)[N:10]=[C:9]([C:24]([NH:26][NH2:27])=[O:25])[CH:8]=1>>[C:2](=[N:27][NH:26][C:24](=[O:25])[C:9]1[CH:8]=[C:7]([O:6][CH3:5])[CH:12]=[C:11]([O:13][C:14]2[CH:19]=[CH:18][CH:17]=[C:16]([C:20]([F:21])([F:22])[F:23])[CH:15]=2)[N:10]=1)([CH3:4])[CH3:1]. Procedure: Acetone (10 ml, 0.0015×91 mol) was added to 4-methoxy-6-[3-(trifluoromethyl)phenoxy] picolinic acid hydrazide (0.5 g, 0.0015 mol). The resultant mixture was stirred at room temperature for about one hours. The obtained reaction solution was concentrated, thereby obtaining an aimed product. Starting materials: N1C=NC(=C1)CC(=O)O ((1H-imidazol-4-yl)-acetic acid), C(C1=CC=CC=C1)[C@H]1CN(CCN1)C1=CC(=C(C=C1)OC)OC(F)F ((S)-3-benzyl-1-(3-(difluoromethoxy)-4-methoxyphenyl)piperazine), C(C1=CC=CC=C1)[C@H]1CN(CCN1)C1=CC(=C(C=C1)OC)OC(F)F ((S)-3-benzyl-1-(3-(difluoromethoxy)-4-methoxyphenyl)piperazine). Yields the product C(C1=CC=CC=C1)[C@@H]1N(CCN(C1)C1=CC(=C(C=C1)OC)OC(F)F)C(CC=1N=CNC1)=O ((S)-1-(2-benzyl-4-(3-(difluoromethoxy)-4-methoxyphenyl)piperazin-1-yl)-2-(1H-imidazol-4-yl)ethanone). As a reaction SMILES: [NH:1]1[CH:5]=[C:4]([CH2:6][C:7]([OH:9])=O)[N:3]=[CH:2]1.[CH2:10]([C@@H:17]1[NH:22][CH2:21][CH2:20][N:19]([C:23]2[CH:28]=[CH:27][C:26]([O:29][CH3:30])=[C:25]([O:31][CH:32]([F:34])[F:33])[CH:24]=2)[CH2:18]1)[C:11]1[CH:16]=[CH:15][CH:14]=[CH:13][CH:12]=1>>[CH2:10]([C@H:17]1[CH2:18][N:19]([C:23]2[CH:28]=[CH:27][C:26]([O:29][CH3:30])=[C:25]([O:31][CH:32]([F:34])[F:33])[CH:24]=2)[CH2:20][CH2:21][N:22]1[C:7](=[O:9])[CH2:6][C:4]1[N:3]=[CH:2][NH:1][CH:5]=1)[C:11]1[CH:12]=[CH:13][CH:14]=[CH:15][CH:16]=1. Reported procedure: Prepared by the method outlined for Example 189 using (1H-imidazol-4-yl)-acetic acid and (S)3-benzyl-1-(3-difluoromethoxy-4-methoxy-phenyl)-piperazine (Example 69, Compound 157) as starting materials. Product as an oil. LC/MS (Method B) 3.14 min, [M+1]+ 457. Potency class C. Reactants: O1CC(CC1)C(=O)O (Tetrahydrofuran-3-carboxylic acid), CCN=C=NCCCN(C)C.Cl (EDC hydrochloride), O.ON1N=NC2=C1C=CC=C2 (1-hydroxybenzotriazole monohydrate), O1CCC(CC1)C(=O)C1=C(N=C(S1)N)C=1OC=CC1 (2-Amino-4-(2-furyl)thiazol-5-yl tetrahydropyran-4-yl ketone), C(O)([O-])=O.[Na+] (sodium hydrogencarbonate). Conditions: temperature 60 celsius, time 3.5 hour. Product: O1C(=CC=C1)C=1N=C(SC1C(=O)C1CCOCC1)NC(=O)C1COCC1 (N-[4-(2-Furyl)-5-(tetrahydropyran-4-ylcarbonyl)thiazol-2-yl]tetrahydrofuran-3-carboxamide). The yield is 83.8%. Reaction SMILES: [O:1]1[CH2:5][CH2:4][CH:3]([C:6]([OH:8])=O)[CH2:2]1.CCN=C=NCCCN(C)C.Cl.O.ON1C2C=CC=CC=2N=N1.[O:32]1[CH2:37][CH2:36][CH:35]([C:38]([C:40]2[S:44][C:43]([NH2:45])=[N:42][C:41]=2[C:46]2[O:47][CH:48]=[CH:49][CH:50]=2)=[O:39])[CH2:34][CH2:33]1.C(=O)([O-])O.[Na+]>>[O:47]1[CH:48]=[CH:49][CH:50]=[C:46]1[C:41]1[N:42]=[C:43]([NH:45][C:6]([CH:3]2[CH2:4][CH2:5][O:1][CH2:2]2)=[O:8])[S:44][C:40]=1[C:38]([CH:35]1[CH2:36][CH2:37][O:32][CH2:33][CH2:34]1)=[O:39] |f:1.2,3.4,6.7|. Procedure details: Tetrahydrofuran-3-carboxylic acid (1.72 mL, 1.8 mmol), EDC hydrochloride (344 mg, 1.80 mmol) and 1-hydroxybenzotriazole monohydrate (276 mg, 1.80 mmol) were added to Compound 454 (125 mg, 0.450 mmol), followed by stirring at 60° C. for 3.5 hours. The reaction mixture was poured into a saturated aqueous solution of sodium hydrogencarbonate, followed by extraction with ethyl acetate. The organic layer was washed with a saturated aqueous solution of sodium chloride and dried over anhydrous magnesiu...